This data is from the Open Reaction Database (ORD), a public repository of structured organic reaction records. The task is: describe an organic reaction: reactants, conditions, products, and yield Starting materials: Cl (hydrochloric acid), crude product, [H-].[Na+] (sodium hydride), COC1=C(C(=C(C(=O)O)C=C1)OC)OC.C1=CC=CC=C1 (benzene trimethoxybenzoate), O1CCCC1 (tetrahydrofuran), CC(C(C)(C)C)=O (pinacolone). The solvent is CCCCCC (Hexane). Conditions: time 5 hour. Product: COC=1C=C(C=C(C1OC)OC)C(CC(C(C)(C)C)=O)=O (3,4,5-trimethoxy(4,4-dimethyl-3-oxopentanoyl)benzene). Yield: 74.0%. As a reaction SMILES: [H-].[Na+].[CH3:3][O:4][C:5]1[CH:13]=[CH:12][C:8]([C:9]([OH:11])=O)=[C:7](OC)[C:6]=1[O:16][CH3:17].C1C=CC=CC=1.[CH3:24][C:25](=[O:30])[C:26]([CH3:29])([CH3:28])[CH3:27].Cl.[O:32]1CCC[CH2:33]1>CCCCCC>[CH3:33][O:32][C:13]1[CH:12]=[C:8]([C:9](=[O:11])[CH2:24][C:25](=[O:30])[C:26]([CH3:29])([CH3:28])[CH3:27])[CH:7]=[C:6]([O:16][CH3:17])[C:5]=1[O:4][CH3:3] |f:0.1,2.3|. Procedure details: In a 200 ml three-necked flask equipped with a mechanical stirrer, dropping funnel, reflux condenser, and a nitogen-inlet tube, 3.0 gm (75 mmol) of 60% sodium hydride, 10 gm (44.3 mmol) of methyl 3,4,5-oxopentanoyl)benzene trimethoxybenzoate, and 80 ml of anhydrous tetrahydrofuran were mixed with stirring under nitrogen stream, and refluxed with heating while 5.3 gm (53.2 mmol) of pinacolone was added dropwise. Refluxing under heat was continued for 5 hours. After cooling the reaction mixture, 4... Starting materials: C(CC(=O)OCC)(=O)OC(C)(C)C (tert-Butyl ethyl malonate), [H-].[Na+] (sodium hydride), ClC=1N=NC(=CC1)Cl (3,6-dichloropyridazine). Solvent: O1CCOCC1 (dioxane). Conditions: temperature 0 celsius, time 1 hour. Product: ClC1=CC=C(N=N1)C(C(=O)OC(C)(C)C)C(=O)OCC (1-tert-butyl 3-ethyl 2-(6-chloropyridazin-3-yl)malonate). Yield: 143.3%. As a reaction SMILES: [C:1]([O:9][C:10]([CH3:13])([CH3:12])[CH3:11])(=[O:8])[CH2:2][C:3]([O:5][CH2:6][CH3:7])=[O:4].[H-].[Na+].[Cl:16][C:17]1[N:18]=[N:19][C:20](Cl)=[CH:21][CH:22]=1>O1CCOCC1>[Cl:16][C:17]1[N:18]=[N:19][C:20]([CH:2]([C:3]([O:5][CH2:6][CH3:7])=[O:4])[C:1]([O:9][C:10]([CH3:12])([CH3:11])[CH3:13])=[O:8])=[CH:21][CH:22]=1 |f:1.2|. Reported procedure: tert-Butyl ethyl malonate (41.3 ml, 211 mmol) was added drop-wise to a suspension of sodium hydride (19.33 g, 483 mmol) in dioxane (1000 mL) at 0° C. The reaction was stirred at 0° C. for 1 hr and then allowed to warm to ambient temperature. 3,6-dichloropyridazine (30 g, 201 mmol) was then added portion wise at 25° C. The reaction was stirred at reflux for 2 hrs and then solvent was removed via rotary evaporation. The resulting residue was dissolved in EtOAc (400 mL), and the organic phase was w... Isolated yield 54.0%. As a reaction SMILES: [CH3:1][C:2]1[N:3]=[C:4](Cl)[C:5]2[NH:10][C:9]([C:11]3[CH:16]=[CH:15][CH:14]=[CH:13][CH:12]=3)=[CH:8][C:6]=2[N:7]=1.[C:18]1([N:24]2[CH2:29][CH2:28][NH:27][CH2:26][CH2:25]2)[CH:23]=[CH:22][CH:21]=[CH:20][CH:19]=1>>[CH3:1][C:2]1[NH:7][C:6]2=[CH:8][C:9]([C:11]3[CH:16]=[CH:15][CH:14]=[CH:13][CH:12]=3)=[N:10][C:5]2=[C:4]([N:27]2[CH2:28][CH2:29][N:24]([C:18]3[CH:23]=[CH:22][CH:21]=[CH:20][CH:19]=3)[CH2:25][CH2:26]2)[N:3]=1. Reported procedure: A mixture of 2-methyl-4-chloro-6-phenyl-5H-pyrrolo[3,2-d]pyrimidine (Example 1(e)) (0.51 g, 2.45 mmol) and 1-phenylpiperazine (Aldrich Chemical Company) (10 mL) was stirred at 140° C. for 4 h under a N2 atmosphere. After cooling the precipitate was removed by filtration and the filtrate was poured onto a mixture of CH2Cl2 (30 mL) and H2O (40 mL). The mixture was transferred to a separatory funnel where the organic solution was collected, washed with H2O (3×40 mL), saturated NaCl (50 mL), dried (... Yields the product CC1=NC(=C2C(N1)=CC(=N2)C2=CC=CC=C2)N2CCN(CC2)C2=CC=CC=C2 (2-methyl-6-phenyl-4-(4-phenylpiperazinyl)pyrrolo[3,2-d]pyrimidine). Conditions: temperature 140 celsius, time 4 hour. Starting materials: CC=1N=C(C2=C(N1)C=C(N2)C2=CC=CC=C2)Cl (2-methyl-4-chloro-6-phenyl-5H-pyrrolo[3,2-d]pyrimidine), C1(=CC=CC=C1)N1CCNCC1 (1-phenylpiperazine). Starting materials: N[C@@H](CC(O)=O)C(=O)O (Asp), OtBuj-OH, N([C@@H](CC(OC(C)(C)C)=O)C(=O)O)C(=O)OCC1C2=CC=CC=C2C2=CC=CC=C12 (Fmoc-Asp(OtBu)-OH). Solvent: ClCCl.N1CCCCC1 (dichloromethane piperidine). Run at time 8 hour. Yields the product N[C@@H](CC(OC(C)(C)C)=O)C(=O)O (Asp(OtBu)-OH). Yield: 110.1%. RXN SMILES: N[C@H](C(O)=O)CC(=O)O.[NH:10](C(OCC1C2C(=CC=CC=2)C2C1=CC=CC=2)=O)[C@H:11]([C:20]([OH:22])=[O:21])[CH2:12][C:13](=[O:19])[O:14][C:15]([CH3:18])([CH3:17])[CH3:16]>ClCCl.N1CCCCC1>[NH2:10][C@H:11]([C:20]([OH:22])=[O:21])[CH2:12][C:13](=[O:19])[O:14][C:15]([CH3:18])([CH3:16])[CH3:17] |f:2.3|. Reported procedure: Synthesis of Asp(OtBuj-OH. Fmoc-Asp(OtBu)-OH (500 mg, 1.2 mmole) was dissolved in a 9:1 mixture of dichloromethane-piperidine (5 mL) in a 25 mL round-bottomed flask. The reaction mixture was stirred overnight at room temperature. The next morning, TLC analysis indicated complete Fmoc deprotection. The reaction mixture was concentrated by rotoevaporation, coevaporated 2 times with toluene, and dried under vacuum to give a crude oil. This oil was purified by flash chromatography on silica gel (50 ... Starting materials: ClC=1C2=C(N=CN1)NC(CC2C)=O (4-chloro-5-methyl-5,6-dihydropyrido[2,3-d]pyrimidin-7(8H)-one), Cl.Cl.Cl.N1(CCCC1)CCN1C(=NC(=C1)C(F)(F)F)C1CCNCC1 (4-(1-(2-(pyrrolidin-1-yl)ethyl)-4-(trifluoromethyl)-1H-imidazol-2-yl)piperidine trihydrochloride), CN1C(CCC1)=O (N-methylpyrrolidinone), C(C)(C)N(CC)C(C)C (diisopropylethylamine). The product is CC1CC(NC=2N=CN=C(C21)N2CCC(CC2)C=2N(C=C(N2)C(F)(F)F)CCN2CCCC2)=O (5-methyl-4-(4-(1-(2-(pyrrolidin-1-yl)ethyl)-4-(trifluoromethyl)-1H-imidazol-2-yl)piperidin-1-yl)-5,6-dihydropyrido[2,3-d]pyrimidin-7(8H)-one). Procedure details: Add 4-chloro-5-methyl-5,6-dihydropyrido[2,3-d]pyrimidin-7(8H)-one (0.22 g, 1.11 mmol), 4-(1-(2-(pyrrolidin-1-yl)ethyl)-4-(trifluoromethyl)-1H-imidazol-2-yl)piperidine trihydrochloride (0.57 g, 1.2 eq), N-methylpyrrolidinone (10 mL) and diisopropylethylamine (1.16 mL, 6.0 eq) in a microwave tube. Seal the tube and heat in a microwave reactor at 200° C. for 30 minutes. Dilute the reaction mixture with water and extract with ethyl acetate. Wash with saturated aqueous sodium chloride. Dry the organi... Run at temperature 200 celsius. Reaction SMILES: Cl[C:2]1[C:3]2[CH:11]([CH3:12])[CH2:10][C:9](=[O:13])[NH:8][C:4]=2[N:5]=[CH:6][N:7]=1.Cl.Cl.Cl.[N:17]1([CH2:22][CH2:23][N:24]2[CH:28]=[C:27]([C:29]([F:32])([F:31])[F:30])[N:26]=[C:25]2[CH:33]2[CH2:38][CH2:37][NH:36][CH2:35][CH2:34]2)[CH2:21][CH2:20][CH2:19][CH2:18]1.CN1CCCC1=O.C(N(C(C)C)CC)(C)C>O>[CH3:12][CH:11]1[C:3]2[C:2]([N:36]3[CH2:35][CH2:34][CH:33]([C:25]4[N:24]([CH2:23][CH2:22][N:17]5[CH2:18][CH2:19][CH2:20][CH2:21]5)[CH:28]=[C:27]([C:29]([F:31])([F:32])[F:30])[N:26]=4)[CH2:38][CH2:37]3)=[N:7][CH:6]=[N:5][C:4]=2[NH:8][C:9](=[O:13])[CH2:10]1 |f:1.2.3.4|. The solvent is O (water). The reactants are FC1=CC=C(C=C1)CC(=O)O (4-fluorophenylacetic acid), FC=1C=C(C=O)C=CC1F (3,4-difluorobenzaldehyde), CC(=O)OC(=O)C (Ac2O), C(C)(C)N(CC)C(C)C (diisopropylethylamine), Cl (HCl). Solvent: C(Cl)Cl.CO (DCM MeOH). Conditions: time 12 hour. The product is FC=1C=C(C=CC1F)C=C(C(=O)O)C1=CC=C(C=C1)F (3-(3,4-difluorophenyl)-2-(4-fluorophenyl)acrylic acid). The yield is 121.6%. As a reaction SMILES: [F:1][C:2]1[CH:7]=[CH:6][C:5]([CH2:8][C:9]([OH:11])=[O:10])=[CH:4][CH:3]=1.[F:12][C:13]1[CH:14]=[C:15]([CH:18]=[CH:19][C:20]=1[F:21])[CH:16]=O.CC(OC(C)=O)=O.C(N(C(C)C)CC)(C)C.Cl>C(Cl)Cl.CO>[F:12][C:13]1[CH:14]=[C:15]([CH:16]=[C:8]([C:5]2[CH:4]=[CH:3][C:2]([F:1])=[CH:7][CH:6]=2)[C:9]([OH:11])=[O:10])[CH:18]=[CH:19][C:20]=1[F:21] |f:5.6|. Reported procedure: A mixture of 4-fluorophenylacetic acid (2 g, 13 mmol), 3,4-difluorobenzaldehyde (2.5 g, 13 mmol), Ac2O (10 mL) and diisopropylethylamine (2.9 mL) was stirred at room temperature for 12 hours. Upon completion, as monitored by TLC using DCM:MeOH (9:1) as the eluent, 10 mL 10% aqueous HCl was added to the reaction mixture, the precipitate formed was filtered and dissolved in CH2Cl2 (100 mL). The organic layer was washed with 10% aqueous NaOH (3×50 mL) and the basic aqueous solution was acidified wi...